Task: describe an organic reaction: reactants, conditions, products, and yield. Dataset: the Open Reaction Database (ORD), a public repository of structured organic reaction records Reactants: [OH-].[K+] (KOH), C(C)OC(CCC1N(CCCC1)S(=O)(=O)C1=C(C=C(C(=C1)C)Cl)C)=O (3-(1-(4-chloro-2,5-dimethylphenyl-sulfonyl)piperidin-2-yl)propionic acid ethyl ester). Solvent: CO.O (methanol water). Conditions: time 15 hour. Product: ClC1=CC(=C(C=C1C)S(=O)(=O)N1C(CCCC1)CCC(=O)O)C (3-(1-(4-Chloro-2,5-dimethylphenylsulfonyl)piperidin-2-yl)propionic acid). As a reaction SMILES: [OH-].[K+].C([O:5][C:6](=[O:27])[CH2:7][CH2:8][CH:9]1[CH2:14][CH2:13][CH2:12][CH2:11][N:10]1[S:15]([C:18]1[CH:23]=[C:22]([CH3:24])[C:21]([Cl:25])=[CH:20][C:19]=1[CH3:26])(=[O:17])=[O:16])C>CO.O>[Cl:25][C:21]1[C:22]([CH3:24])=[CH:23][C:18]([S:15]([N:10]2[CH2:11][CH2:12][CH2:13][CH2:14][CH:9]2[CH2:8][CH2:7][C:6]([OH:27])=[O:5])(=[O:16])=[O:17])=[C:19]([CH3:26])[CH:20]=1 |f:0.1,3.4|. Procedure details: KOH (10.5 g) was added to a solution of 3-(1-(4-chloro-2,5-dimethylphenyl-sulfonyl)piperidin-2-yl)propionic acid ethyl ester (33 g) in methanol/water (230 ml/100 ml) and the mixture was stirred at room temperature for 15 hours. The reaction was observed by thin layer chromatography. When the reaction was complete, the methanol was distilled off and the aqueous phase was extracted with ethyl acetate (2×75 ml). The aqueous phase was then adjusted to pH=4 with HCl, while cooling with ice, and extra... Reactants: ClCCl (dichloromethane), C(C)N(CC)S(F)(F)F (diethylaminosulfur trifluoride), ClCCl (dichloromethane), C(C1=CC=CC=C1)C1=NC(=CC=C1OCOC)N1C([C@@H](CC1)O)=O (2-benzyl-3-methoxymethyloxy-6-[(3R)-3-hydroxy-2-pyrrolidinone-1-yl]pyridine). The solvent is O (water). Run at time 2 hour. Yields the product C(C1=CC=CC=C1)C1=NC(=CC=C1OCOC)N1C([C@@H](CC1)F)=O (2-Benzyl-3-methoxymethyloxy-6-[(3R)-3-fluoro-2-pyrrolidinone-1-yl]pyridine). As a reaction SMILES: ClCCl.C(N(S(F)(F)[F:10])CC)C.[CH2:13]([C:20]1[C:25]([O:26][CH2:27][O:28][CH3:29])=[CH:24][CH:23]=[C:22]([N:30]2[CH2:34][CH2:33][C@@H:32](O)[C:31]2=[O:36])[N:21]=1)[C:14]1[CH:19]=[CH:18][CH:17]=[CH:16][CH:15]=1>O>[CH2:13]([C:20]1[C:25]([O:26][CH2:27][O:28][CH3:29])=[CH:24][CH:23]=[C:22]([N:30]2[CH2:34][CH2:33][C@@H:32]([F:10])[C:31]2=[O:36])[N:21]=1)[C:14]1[CH:19]=[CH:18][CH:17]=[CH:16][CH:15]=1. Reported procedure: 3 ml of dichloromethane was added to 0.18 ml of diethylaminosulfur trifluoride. Into the mixture was added dropwise a solution of 3 ml of dichloromethane containing 371 mg of 2-benzyl-3-methoxymethyloxy-6-[(3R)-3-hydroxy-2-pyrrolidinone-1-yl]pyridine under cooling in an ethanol/dry ice bath. The mixture was returned to room temperature and stirred for 2 hours. Then, water was added thereto, and the mixture was extracted with ethyl acetate. The organic phase was further washed with brine, dried o... The reactants are CCOC(=O)c1ccc(Cl)c(Br)c1, C1COCCO1, CC(C)[Zn]C(C)C. Product: CCOC(=O)c1ccc(Cl)c(C(C)C)c1. As a reaction SMILES: [CH2:1]([CH3:2])[O:3][C:4]([c:5]1[cH:6][c:7]([Br:12])[c:8]([Cl:11])[cH:9][cH:10]1)=[O:13].[CH2:21]1[O:22][CH2:23][CH2:24][O:25][CH2:26]1.[CH:14]([CH3:15])([CH3:16])[Zn:17][CH:18]([CH3:19])[CH3:20]>>[CH2:1]([CH3:2])[O:3][C:4]([c:5]1[cH:6][c:7]([CH:14]([CH3:15])[CH3:16])[c:8]([Cl:11])[cH:9][cH:10]1)=[O:13]. Reactants: CCOC(=O)C1(NC(=O)OC(C)(C)C)CC(OCc2ccccc2)C1, CCO, [H][H]. Product: CCOC(=O)C1(NC(=O)OC(C)(C)C)CC(O)C1. Reaction SMILES: [CH2:1]([CH3:2])[O:3][C:4](=[O:5])[C:6]1([NH:18][C:19](=[O:20])[O:21][C:22]([CH3:23])([CH3:24])[CH3:25])[CH2:7][CH:8]([O:10][CH2:11][c:12]2[cH:13][cH:14][cH:15][cH:16][cH:17]2)[CH2:9]1.[CH3:28][CH2:29][OH:30].[H:26][H:27]>>[CH2:1]([CH3:2])[O:3][C:4](=[O:5])[C:6]1([NH:18][C:19](=[O:20])[O:21][C:22]([CH3:23])([CH3:24])[CH3:25])[CH2:7][CH:8]([OH:10])[CH2:9]1. Starting materials: O=C([O-])[O-], Cc1ccccc1, CCO, N#CCCn1ncc2c(N3CC4CCC(C3)O4)nc(Cl)nc21, Nc1ccc(B(O)O)cc1, [Na+], [Na+]. The product is N#CCCn1ncc2c(N3CC4CCC(C3)O4)nc(-c3ccc(N)cc3)nc21. RXN SMILES: [C:33](=[O:34])([O-:35])[O-:36].[CH3:39][c:40]1[cH:41][cH:42][cH:43][cH:44][cH:45]1.[CH3:46][CH2:47][OH:48].[CH:1]12[CH2:2][N:3]([c:9]3[c:10]4[c:11]([n:12][c:13]([Cl:15])[n:14]3)[n:16]([CH2:19][CH2:20][C:21]#[N:22])[n:17][cH:18]4)[CH2:4][CH:5]([CH2:6][CH2:7]1)[O:8]2.[NH2:23][c:24]1[cH:25][cH:26][c:27]([B:30]([OH:31])[OH:32])[cH:28][cH:29]1.[Na+:37].[Na+:38]>>[CH:1]12[CH2:2][N:3]([c:9]3[c:10]4[c:11]([n:12][c:13](-[c:27]5[cH:26][cH:25][c:24]([NH2:23])[cH:29][cH:28]5)[n:14]3)[n:16]([CH2:19][CH2:20][C:21]#[N:22])[n:17][cH:18]4)[CH2:4][CH:5]([CH2:6][CH2:7]1)[O:8]2. Yields the product CCOC(CC(=O)OC)c1ccc(OC2CCc3c(OC)cccc32)cc1. Reactants: CCOC(CC(=O)OC)c1ccc(O)cc1, COc1cccc2c1CCC2O, CCOC(=O)N=NC(=O)OCC, C1CCOC1, c1ccc(P(c2ccccc2)c2ccccc2)cc1, Cc1ccccc1. Reaction SMILES: [CH2:1]([CH3:2])[O:3][CH:4]([CH2:5][C:6](=[O:7])[O:8][CH3:9])[c:10]1[cH:11][cH:12][c:13]([OH:16])[cH:14][cH:15]1.[CH3:17][O:18][c:19]1[c:20]2[c:24]([cH:25][cH:26][cH:27]1)[CH:23]([OH:28])[CH2:22][CH2:21]2.[N:55]([C:56]([O:57][CH2:58][CH3:59])=[O:60])=[N:61][C:62]([O:63][CH2:64][CH3:65])=[O:66].[O:67]1[CH2:68][CH2:69][CH2:70][CH2:71]1.[c:29]1([P:30]([c:31]2[cH:32][cH:33][cH:34][cH:35][cH:36]2)[c:37]2[cH:38][cH:39][cH:40][cH:41][cH:42]2)[cH:43][cH:44][cH:45][cH:46][cH:47]1.[c:48]1([CH3:49])[cH:50][cH:51][cH:52][cH:53][cH:54]1>>[CH2:1]([CH3:2])[O:3][CH:4]([CH2:5][C:6](=[O:7])[O:8][CH3:9])[c:10]1[cH:11][cH:12][c:13]([O:16][CH:23]2[CH2:22][CH2:21][c:20]3[c:19]([O:18][CH3:17])[cH:27][cH:26][cH:25][c:24]32)[cH:14][cH:15]1. Reactants: ClCCl, CC(C)(CC=CC(=O)O)NC(=O)OC(C)(C)C, CCN=C=NCCCN(C)C, CNC(=O)C(Cc1ccccc1)N1CC(Cc2ccc3ccccc3c2)NCC1=O, CCN(C(C)C)C(C)C, Cl, O, On1nnc2cccnc21. The product is CNC(=O)C(Cc1ccccc1)N1CC(Cc2ccc3ccccc3c2)N(C(=O)C=CCC(C)(C)NC(=O)OC(C)(C)C)CC1=O. RXN SMILES: [CH2:79]([Cl:80])[Cl:81].[CH3:1][C:2]([CH2:3][CH:4]=[CH:5][C:6](=[O:7])[OH:8])([CH3:9])[NH:10][C:11](=[O:12])[O:13][C:14]([CH3:15])([CH3:16])[CH3:17].[CH3:29][N:30]([CH3:31])[CH2:32][CH2:33][CH2:34][N:35]=[C:36]=[N:37][CH2:38][CH3:39].[CH3:40][NH:41][C:42]([CH:43]([CH2:44][c:45]1[cH:46][cH:47][cH:48][cH:49][cH:50]1)[N:51]1[C:52](=[O:68])[CH2:53][NH:54][CH:55]([CH2:57][c:58]2[cH:59][c:60]3[cH:61][cH:62][cH:63][cH:64][c:65]3[cH:66][cH:67]2)[CH2:56]1)=[O:69].[CH:70]([N:71]([CH:72]([CH3:73])[CH3:74])[CH2:75][CH3:76])([CH3:77])[CH3:78].[ClH:28].[OH2:82].[OH:18][n:19]1[c:20]2[n:21][cH:22][cH:23][cH:24][c:25]2[n:26][n:27]1>>[CH3:1][C:2]([CH2:3][CH:4]=[CH:5][C:6](=[O:8])[N:54]1[CH2:53][C:52](=[O:68])[N:51]([CH:43]([C:42]([NH:41][CH3:40])=[O:69])[CH2:44][c:45]2[cH:46][cH:47][cH:48][cH:49][cH:50]2)[CH2:56][CH:55]1[CH2:57][c:58]1[cH:59][c:60]2[cH:61][cH:62][cH:63][cH:64][c:65]2[cH:66][cH:67]1)([CH3:9])[NH:10][C:11](=[O:12])[O:13][C:14]([CH3:15])([CH3:16])[CH3:17].